Dataset: the Open Reaction Database (ORD), a public repository of structured organic reaction records. Task: describe an organic reaction: reactants, conditions, products, and yield Reactants: ClC1=NC=CC(=C1)OC1=CC(=C(C=C1F)NC(=O)C=1C(N(C=CC1OCC)C1=CC=C(C=C1)F)=O)F (N-(4-((2-chloropyridin-4-yl)oxy)-2,5-difluorophenyl)-4-ethoxy-1-(4-fluorophenyl)-2-oxo-1,2-dihydropyridine-3-carboxamide), C(=O)([O-])[O-].[Cs+].[Cs+] (Cs2CO3), C(C(C)C)(=O)N (isobutyramide), CC1(C2=C(C(=CC=C2)P(C3=CC=CC=C3)C4=CC=CC=C4)OC5=C(C=CC=C51)P(C6=CC=CC=C6)C7=CC=CC=C7)C (Xantphos). Reagents/catalysts: C=1C=CC(=CC1)/C=C/C(=O)/C=C/C2=CC=CC=C2.C=1C=CC(=CC1)/C=C/C(=O)/C=C/C2=CC=CC=C2.C=1C=CC(=CC1)/C=C/C(=O)/C=C/C2=CC=CC=C2.[Pd].[Pd] (Pd2(dba)3). Run in O1CCOCC1 (dioxane). Yields the product FC1=C(C=C(C(=C1)OC1=CC(=NC=C1)NC(C(C)C)=O)F)NC(=O)C=1C(N(C=CC1OCC)C1=CC=C(C=C1)F)=O (N-(2,5-difluoro-4-((2-isobutyramidopyridin-4-yl)oxy)phenyl)-4-ethoxy-1-(4-fluorophenyl)-2-oxo-1,2-dihydropyridine-3-carboxamide). Isolated yield 33.5%. Reaction SMILES: Cl[C:2]1[CH:7]=[C:6]([O:8][C:9]2[C:14]([F:15])=[CH:13][C:12]([NH:16][C:17]([C:19]3[C:20](=[O:35])[N:21]([C:28]4[CH:33]=[CH:32][C:31]([F:34])=[CH:30][CH:29]=4)[CH:22]=[CH:23][C:24]=3[O:25][CH2:26][CH3:27])=[O:18])=[C:11]([F:36])[CH:10]=2)[CH:5]=[CH:4][N:3]=1.[C:37]([NH2:42])(=[O:41])[CH:38]([CH3:40])[CH3:39].CC1(C)C2C(=C(P(C3C=CC=CC=3)C3C=CC=CC=3)C=CC=2)OC2C(P(C3C=CC=CC=3)C3C=CC=CC=3)=CC=CC1=2.C([O-])([O-])=O.[Cs+].[Cs+]>C1C=CC(/C=C/C(/C=C/C2C=CC=CC=2)=O)=CC=1.C1C=CC(/C=C/C(/C=C/C2C=CC=CC=2)=O)=CC=1.C1C=CC(/C=C/C(/C=C/C2C=CC=CC=2)=O)=CC=1.[Pd].[Pd].O1CCOCC1>[F:36][C:11]1[CH:10]=[C:9]([O:8][C:6]2[CH:5]=[CH:4][N:3]=[C:2]([NH:42][C:37](=[O:41])[CH:38]([CH3:40])[CH3:39])[CH:7]=2)[C:14]([F:15])=[CH:13][C:12]=1[NH:16][C:17]([C:19]1[C:20](=[O:35])[N:21]([C:28]2[CH:33]=[CH:32][C:31]([F:34])=[CH:30][CH:29]=2)[CH:22]=[CH:23][C:24]=1[O:25][CH2:26][CH3:27])=[O:18] |f:3.4.5,6.7.8.9.10|. Procedure details: Using the procedure of Example 4, N-(4-((2-chloropyridin-4-yl)oxy)-2,5-difluorophenyl)-4-ethoxy-1-(4-fluorophenyl)-2-oxo-1,2-dihydropyridine-3-carboxamide (0.15 g, 0.29 mmol), isobutyramide (0.10 g, 1.16 mmol), Xantphos (0.02 g, 0.032 mmol), and Cs2CO3 (0.14 g, 0.44 mmol), Pd2(dba)3 (0.015 g, 0.015 mmol), and dioxane (5 mL) were combined to obtain N-(2,5-difluoro-4-((2-isobutyramidopyridin-4-yl)oxy)phenyl)-4-ethoxy-1-(4-fluorophenyl)-2-oxo-1,2-dihydropyridine-3-carboxamide (55 mg, 35% yield). 1H...